This data is from the Open Reaction Database (ORD), a public repository of structured organic reaction records. The task is: describe an organic reaction: reactants, conditions, products, and yield Starting materials: COCC(=O)O, CCN=C=NCCCN(C)C, CC#N, CCOC(C)=O, ClCCl, Cl, Nc1ccc2ccc3ncc(Cl)cc3c(=O)c2c1, O, O, On1nnc2ccccc21. Yields the product COCC(=O)Nc1ccc2ccc3ncc(Cl)cc3c(=O)c2c1. Reaction SMILES: [CH3:19][O:20][CH2:21][C:22](=[O:23])[OH:24].[CH3:26][N:27]([CH3:28])[CH2:29][CH2:30][CH2:31][N:32]=[C:33]=[N:34][CH2:35][CH3:36].[CH3:51][C:52]#[N:53].[CH3:55][CH2:56][O:57][C:58](=[O:59])[CH3:60].[Cl:48][CH2:49][Cl:50].[ClH:25].[NH2:1][c:2]1[cH:3][cH:4][c:5]2[c:6]([c:7](=[O:17])[c:8]3[c:9]([n:10][cH:11][c:12]([Cl:14])[cH:13]3)[cH:15][cH:16]2)[cH:18]1.[OH2:37].[OH2:54].[OH:38][n:39]1[c:40]2[cH:41][cH:42][cH:43][cH:44][c:45]2[n:46][n:47]1>>[NH:1]([c:2]1[cH:3][cH:4][c:5]2[c:6]([c:7](=[O:17])[c:8]3[c:9]([n:10][cH:11][c:12]([Cl:14])[cH:13]3)[cH:15][cH:16]2)[cH:18]1)[C:22]([CH2:21][O:20][CH3:19])=[O:23]. RXN SMILES: [CH3:1][N:2]1[C:7](=[O:8])[CH:6]=[CH:5][CH:4]=[C:3]1[C:9]1[CH:40]=[CH:39][C:12]([O:13][CH2:14][CH:15]([OH:38])[CH2:16][NH:17][CH2:18][CH:19](CC2C=CC=CC=2)[O:20][C:21]2[CH:26]=[CH:25][C:24]([OH:27])=[C:23]([C:28](=[O:30])[NH2:29])[CH:22]=2)=[CH:11][CH:10]=1>CO.[Pd]>[CH3:1][N:2]1[C:7](=[O:8])[CH:6]=[CH:5][CH:4]=[C:3]1[C:9]1[CH:10]=[CH:11][C:12]([O:13][CH2:14][CH:15]([OH:38])[CH2:16][NH:17][CH2:18][CH2:19][O:20][C:21]2[CH:26]=[CH:25][C:24]([OH:27])=[C:23]([C:28](=[O:30])[NH2:29])[CH:22]=2)=[CH:39][CH:40]=1. Yields the product CN1C(=CC=CC1=O)C1=CC=C(OCC(CNCCOC2=CC(=C(C=C2)O)C(N)=O)O)C=C1 (1-[4-(1,6-dihydro-1-methyl-6-oxo-2-pyridyl)-phenoxy]-3-[2-(3-carbamoyl-4-hydroxyphenoxy)-ethylamino]-2-propanol). Procedure details: A solution of 5.2 g of 1-[4-(1,6-dihydro-1-methyl-6-oxo-2-pyridyl)-phenoxy]-3-[2-(3-carbamoyl-4-hydroxyphenoxy)-N-benzylethylamino]-2-propanol in 100 ml of methanol is hydrogenated under normal conditions in the presence of 1 g of palladium-on-carbon catalyst (5%). The hydrogenated mixture is filtered with suction, the filtrate is concentrated to dryness by evaporation and the residue is washed with ethyl acetate. Recrystallisation from isopropanol yields pure 1-[4-(1,6-dihydro-1-methyl-6-oxo-2-... The reactants are CN1C(=CC=CC1=O)C1=CC=C(OCC(CNCC(OC2=CC(=C(C=C2)O)C(N)=O)CC2=CC=CC=C2)O)C=C1 (1-[4-(1,6-dihydro-1-methyl-6-oxo-2-pyridyl)-phenoxy]-3-[2-(3-carbamoyl-4-hydroxyphenoxy)-N-benzylethylamino]-2-propanol). Reagents/catalysts: [Pd] (palladium-on-carbon). Run in CO (methanol). The reactants are NC1=NNC=C1 (3-aminopyrazole), CN1C(=O)N(C(=O)C=C1)C (1,3-dimethyluracil), [O-]CC.[Na+] (sodium ethoxide), C(C)O (ethanol), CN1C(=O)N(C(=O)C=C1)C (1,3-dimethyluracil). Solvent: ClCCl (dichloromethane), CO (MeOH). Yields the product N1=CC=C2N1C=CC(=N2)[O-].[Na+] (sodium pyrazolo[1,5-a]pyrimidin-5-olate). Isolated yield 95.0%. Reaction SMILES: [NH2:1][C:2]1[CH:6]=[CH:5][NH:4][N:3]=1.CN1[CH:15]=[CH:14][C:12](=[O:13])N(C)C1=O.[O-]CC.[Na+:20].C(O)C>CO.ClCCl>[N:4]1[N:3]2[CH:15]=[CH:14][C:12]([O-:13])=[N:1][C:2]2=[CH:6][CH:5]=1.[Na+:20] |f:2.3,7.8|. Reported procedure: A mechanically stirred mixture of 3-aminopyrazole (9.38 g, 0.11 mM, 1.0 equiv), 1,3-dimethyluracil (14.7 g, 0.11 mM, 1.0 equiv) and 21% sodium ethoxide in ethanol (170 mL, 5.0 equiv) was heated to reflux. Within minutes, a heavy precipitate formed. After refluxing for 1 hour, 1,3-dimethyluracil could no longer be detected by thin layer chromatography (tlc) (92:8 dichloromethane (dichloromethane):MeOH). The reaction mixture was cooled, filtered, washed with cold ethanol and vacuum dried to give 1... The reactants are CCOC(=O)CBr, O=C([O-])[O-], CC(C)=O, O=C(c1ccc(F)cc1)c1ncccc1O, [K+], [K+]. Product: CCOC(=O)COc1cccnc1C(=O)c1ccc(F)cc1. RXN SMILES: [Br:17][CH2:18][C:19](=[O:20])[O:21][CH2:22][CH3:23].[C:24](=[O:25])([O-:26])[O-:27].[CH3:30][C:31](=[O:32])[CH3:33].[F:1][c:2]1[cH:3][cH:4][c:5]([C:6](=[O:7])[c:8]2[n:9][cH:10][cH:11][cH:12][c:13]2[OH:14])[cH:15][cH:16]1.[K+:28].[K+:29]>>[F:1][c:2]1[cH:3][cH:4][c:5]([C:6](=[O:7])[c:8]2[n:9][cH:10][cH:11][cH:12][c:13]2[O:14][CH2:18][C:19](=[O:20])[O:21][CH2:22][CH3:23])[cH:15][cH:16]1. Starting materials: [H-].COCCO[Al+]OCCOC.[Na+].[H-] (sodium bis(2-methoxyethoxy)aluminum hydride), [NH4+].[OH-] (NH4OH), COCCO[AlH2-]OCCOC.[Na+] (Red-Al), N1=CC(=CC2=CC=CC=C12)C#CCO (3-(3-quinolyl)-2-propyn-1-ol). Run in C1CCOC1 (THF), C1CCOC1 (THF), C1(=CC=CC=C1)C (toluene). Run at time 1 hour. Yields the product N1=CC(=CC2=CC=CC=C12)/C=C/CO (3-(3-quinolyl) trans-2-propen-1-ol). Reaction SMILES: [H-].COCCO[Al+]OCCOC.[Na+].[H-].COCCO[AlH2-]OCCOC.[Na+].[N:27]1[C:36]2[C:31](=[CH:32][CH:33]=[CH:34][CH:35]=2)[CH:30]=[C:29]([C:37]#[C:38][CH2:39][OH:40])[CH:28]=1.[NH4+].[OH-]>C1(C)C=CC=CC=1.C1COCC1>[N:27]1[C:36]2[C:31](=[CH:32][CH:33]=[CH:34][CH:35]=2)[CH:30]=[C:29](/[CH:37]=[CH:38]/[CH2:39][OH:40])[CH:28]=1 |f:0.1.2.3,4.5,7.8|. Procedure: To a dry 250-mL three-necked jacketed round-bottom flask was charged sodium bis(2-methoxyethoxy)aluminum hydride. (Red-Al, 70% wt. solution in toluene, 11.0 g, 38.1 mmol, 1.39 equiv) and anhydrous THF (20 mL). To this precooled (0-2° C.) and magnetically stirred solution was added a THF (50 mL) solution of the 3-(3-quinolyl)-2-propyn-1-ol (5.0 g, 27.32 mmol) via a pressure equalizing dropping funnel. The temperature was not allowed to rise above 15° C. After the addition was complete (20 minutes... The reactants are C(C)(C)(C)OC(COC1=CC(=CC=2C(CCCC12)=O)O)=O ((3-Hydroxy-5-oxo-5,6,7,8-tetrahydro-naphthalen-1-yloxy)-acetic acid tert-butyl ester), C([O-])([O-])=O.[K+].[K+] (potassium carbonate), IC (iodomethane). The solvent is CC(=O)C (acetone), CN(C)C=O (DMF), O (water), [Cl-].[Na+].O (brine). Product: C(C)(C)(C)OC(COC1=CC(=CC=2C(CCCC12)=O)OC)=O ((3-methoxy-5-oxo-5,6,7,8-tetrahydro-naphthalen-1-yloxy)-acetic acid tert-butyl ester). The yield is 91.9%. RXN SMILES: [C:1]([O:5][C:6](=[O:21])[CH2:7][O:8][C:9]1[C:18]2[CH2:17][CH2:16][CH2:15][C:14](=[O:19])[C:13]=2[CH:12]=[C:11]([OH:20])[CH:10]=1)([CH3:4])([CH3:3])[CH3:2].[C:22](=O)([O-])[O-].[K+].[K+].IC>CC(C)=O.CN(C=O)C.O.[Cl-].[Na+].O>[C:1]([O:5][C:6](=[O:21])[CH2:7][O:8][C:9]1[C:18]2[CH2:17][CH2:16][CH2:15][C:14](=[O:19])[C:13]=2[CH:12]=[C:11]([O:20][CH3:22])[CH:10]=1)([CH3:4])([CH3:2])[CH3:3] |f:1.2.3,8.9.10|. Procedure: To a suspension of (3-hydroxy-5-oxo-5,6,7,8-tetrahydro-naphthalen-1-yloxy)-acetic acid tert-butyl ester (XXX, 78 mg, 0.27 mmol) and potassium carbonate (111 mg, 0.8 mmol) in acetone (4 mL) and DMF (2 mL) was added iodomethane (114 mg, 0.8 mmol) at room temperature under nitrogen. The resulting red-brown suspension was heated at reflux for 2 days. The reaction mixture was then cooled to room temperature and diluted with water (10 mL) and brine (10 mL). The resulting mixture was extracted with eth...